Dataset: the Open Reaction Database (ORD), a public repository of structured organic reaction records. Task: describe an organic reaction: reactants, conditions, products, and yield The reactants are ClC=1C=NC=2CCCC2C1 (3-chloro-6,7-dihydro-5H-[1]pyrindine), C([O-])([O-])=O.[Na+].[Na+] (sodium carbonate), potassium hexacyanoferrate(II)trihydrates, CN1C(CCC1)=O (N-methyl-2-pyrrolidinone). The reagents and catalysts are C(C)(=O)[O-].[Pd+2].C(C)(=O)[O-] (palladium(II) acetate), C(CCC)P(C12CC3CC(CC(C1)C3)C2)C23CC1CC(CC(C2)C1)C3 (butyldi-1-adamantylphosphine). Reaction conditions: temperature 160 celsius. Product: N1=CC(=CC=2CCCC12)C#N (6,7-dihydro-5H-[1]pyrindine-3-carbonitrile). The yield is 72.0%. Reaction SMILES: Cl[C:2]1[CH:3]=[N:4][C:5]2[CH2:6][CH2:7][CH2:8][C:9]=2[CH:10]=1.C(=O)([O-])[O-].[Na+].[Na+].[CH3:17][N:18]1CCCC1=O>C([O-])(=O)C.[Pd+2].C([O-])(=O)C.C(P(C12CC3CC(CC(C3)C1)C2)C12CC3CC(CC(C3)C1)C2)CCC>[N:4]1[C:5]2[CH2:6][CH2:7][CH2:8][C:9]=2[CH:10]=[C:2]([C:17]#[N:18])[CH:3]=1 |f:1.2.3,5.6.7|. Procedure details: A mixture of 3-chloro-6,7-dihydro-5H-[1]pyrindine (7.1 g, 46.2 mmol), sodium carbonate (980 mg, 9.25 mmol), potassium hexacyanoferrate(II)trihydrates (7.81 g, 18.5 mmol), palladium(II) acetate (104 mg, 462 μmol) and butyldi-1-adamantylphosphine (497 mg, 1.39 mmol) was dissolved in N-methyl-2-pyrrolidinone (46.2 ml), the solution flushed with argon and heated to 160° C. for 16 hours. After cooling to 23° C., the mixture was poured into water, extracted with dichloromethane, the combined extracts ... The reactants are Cc1cccc(Br)n1, O=C([O-])[O-], C1COCCO1, CN1C(=O)NCC1C(=O)OC(C)(C)C, [Cs+], [Cs+], O=C(C=Cc1ccccc1)C=Cc1ccccc1, O=C(C=Cc1ccccc1)C=Cc1ccccc1, O=C(C=Cc1ccccc1)C=Cc1ccccc1, O, [Pd], [Pd]. Product: Cc1cccc(N2CC(C(=O)OC(C)(C)C)N(C)C2=O)n1. RXN SMILES: [Br:15][c:16]1[n:17][c:18]([CH3:22])[cH:19][cH:20][cH:21]1.[C:23](=[O:24])([O-:25])[O-:26].[CH2:29]1[O:30][CH2:31][CH2:32][O:33][CH2:34]1.[CH3:1][N:2]1[C:3](=[O:14])[NH:4][CH2:5][CH:6]1[C:7](=[O:8])[O:9][C:10]([CH3:11])([CH3:12])[CH3:13].[Cs+:27].[Cs+:28].[O:38]=[C:39]([CH:40]=[CH:41][c:42]1[cH:43][cH:44][cH:45][cH:46][cH:47]1)[CH:48]=[CH:49][c:50]1[cH:51][cH:52][cH:53][cH:54][cH:55]1.[O:56]=[C:57]([CH:58]=[CH:59][c:60]1[cH:61][cH:62][cH:63][cH:64][cH:65]1)[CH:66]=[CH:67][c:68]1[cH:69][cH:70][cH:71][cH:72][cH:73]1.[O:74]=[C:75]([CH:76]=[CH:77][c:78]1[cH:79][cH:80][cH:81][cH:82][cH:83]1)[CH:84]=[CH:85][c:86]1[cH:87][cH:88][cH:89][cH:90][cH:91]1.[OH2:35].[Pd:36].[Pd:37]>>[CH3:1][N:2]1[C:3](=[O:14])[N:4]([c:16]2[n:17][c:18]([CH3:22])[cH:19][cH:20][cH:21]2)[CH2:5][CH:6]1[C:7](=[O:8])[O:9][C:10]([CH3:11])([CH3:12])[CH3:13]. Starting materials: N[C@H](C(=O)N(C)[C@@H]1CN(CC1)C1=NC=2N(C=C1)N=CC2Br)CC(C)C ((S)-2-amino-N—((S)-1-(3-bromopyrazolo[1,5-a]pyrimidin-5-yl)pyrrolidin-3-yl)-N,4-dimethylpentanamide), CC(C)C1=CC(=C(C(=C1)C(C)C)C2=C(C=CC=C2)P(C3CCCCC3)C4CCCCC4)C(C)C (x-phos), formic salt, COC1=NC=CC=C1B(O)O (2-methoxypyridine-3-boronic acid), C([O-])([O-])=O.[K+].[K+] (potassium carbonate). Reagents/catalysts: CC(=O)[O-].CC(=O)[O-].[Pd+2] (Pd(OAc)2). Run in O (water), C(C)#N (acetonitrile). The product is N[C@H](C(=O)N(C)[C@@H]1CN(CC1)C1=NC=2N(C=C1)N=CC2C=2C(=NC=CC2)OC)CC(C)C ((S)-2-amino-N—((S)-1-(3-(2-methoxypyridin-3-yl)pyrazolo[1,5-a]pyrimidin-5-yl)pyrrolidin-3-yl)-N,4-dimethylpentanamide). Yield: 17.5%. RXN SMILES: [NH2:1][C@@H:2]([CH2:22][CH:23]([CH3:25])[CH3:24])[C:3]([N:5]([C@H:7]1[CH2:11][CH2:10][N:9]([C:12]2[CH:17]=[CH:16][N:15]3[N:18]=[CH:19][C:20](Br)=[C:14]3[N:13]=2)[CH2:8]1)[CH3:6])=[O:4].[CH3:26][O:27][C:28]1[C:33](B(O)O)=[CH:32][CH:31]=[CH:30][N:29]=1.C(=O)([O-])[O-].[K+].[K+].CC(C1C=C(C(C)C)C(C2C=CC=CC=2P(C2CCCCC2)C2CCCCC2)=C(C(C)C)C=1)C>C(#N)C.CC([O-])=O.CC([O-])=O.[Pd+2].O>[NH2:1][C@@H:2]([CH2:22][CH:23]([CH3:25])[CH3:24])[C:3]([N:5]([C@H:7]1[CH2:11][CH2:10][N:9]([C:12]2[CH:17]=[CH:16][N:15]3[N:18]=[CH:19][C:20]([C:33]4[C:28]([O:27][CH3:26])=[N:29][CH:30]=[CH:31][CH:32]=4)=[C:14]3[N:13]=2)[CH2:8]1)[CH3:6])=[O:4] |f:2.3.4,7.8.9|. Procedure details: (S)-2-amino-N—((S)-1-(3-bromopyrazolo[1,5-a]pyrimidin-5-yl)pyrrolidin-3-yl)-N,4-dimethylpentanamide (220 mg, 0.54 mmol), 2-methoxypyridine-3-boronic acid (164 mg, 1.1 mmol), potassium carbonate (291 mg, 2.15 mmol), Pd(OAc)2 (2 mg, 0.011 mmol) and x-phos (10 mg, 0.022 mmol) were taken up in 2 mL acetonitrile and 1 mL water and heated in a sealed tube at 85° C. for 2 hours. Reaction was then filtered through celite with acetonitrile and DCM reduced in vacuo, then purified on Shimadzu neutral phase... Reactants: CCOC(=O)N1CCN(C(=O)C(CCC(=O)O)NC(=O)c2cc(OCC(=O)N3CCCC3C(=O)NC3CCC3)n(-c3cccc(F)c3)n2)CC1, ClCCCl, CCO, CN(C)c1ccncc1, ClCCl. Product: CCOOC(=O)CCC(NC(=O)c1cc(OCC(=O)N2CCCC2C(=O)NC2CCC2)n(-c2cccc(F)c2)n1)C(=O)N1CCN(C(=O)OCC)CC1. RXN SMILES: [CH2:1]([CH3:2])[O:3][C:4](=[O:5])[N:6]1[CH2:7][CH2:8][N:9]([C:12]([CH:13]([CH2:14][CH2:15][C:16](=[O:17])[OH:18])[NH:19][C:20](=[O:21])[c:22]2[n:23][n:24](-[c:43]3[cH:44][c:45]([F:49])[cH:46][cH:47][cH:48]3)[c:25]([O:27][CH2:28][C:29](=[O:30])[N:31]3[CH:32]([C:36]([NH:37][CH:38]4[CH2:39][CH2:40][CH2:41]4)=[O:42])[CH2:33][CH2:34][CH2:35]3)[cH:26]2)=[O:50])[CH2:10][CH2:11]1.[CH2:51]([Cl:52])[CH2:53][Cl:54].[CH3:55][CH2:56][OH:57].[CH3:61][N:62]([c:63]1[cH:64][cH:65][n:66][cH:67][cH:68]1)[CH3:69].[Cl:58][CH2:59][Cl:60]>>[CH2:1]([CH3:2])[O:3][C:4](=[O:5])[N:6]1[CH2:7][CH2:8][N:9]([C:12]([CH:13]([CH2:14][CH2:15][C:16](=[O:17])[O:18][O:57][CH2:56][CH3:55])[NH:19][C:20](=[O:21])[c:22]2[n:23][n:24](-[c:43]3[cH:44][c:45]([F:49])[cH:46][cH:47][cH:48]3)[c:25]([O:27][CH2:28][C:29](=[O:30])[N:31]3[CH:32]([C:36]([NH:37][CH:38]4[CH2:39][CH2:40][CH2:41]4)=[O:42])[CH2:33][CH2:34][CH2:35]3)[cH:26]2)=[O:50])[CH2:10][CH2:11]1. The reactants are N1=C(C=CC=C1)C1(CCC1)C#N (1-Pyridin-2-yl-cyclobutanecarbonitrile), S(O)(O)(=O)=O (sulfuric acid), O (water), O (water), CC(=O)O (AcOH). Solvent: CCOCC (Et2O). Run at time 2.5 hour. Yields the product N1=C(C=CC=C1)C1(CCC1)C(=O)O (1-pyridin-2-yl-cyclobutanecarboxylic acid). The yield is 59.0%. As a reaction SMILES: [N:1]1[CH:6]=[CH:5][CH:4]=[CH:3][C:2]=1[C:7]1([C:11]#N)[CH2:10][CH2:9][CH2:8]1.[OH2:13].CC(O)=[O:16].S(=O)(=O)(O)O>CCOCC>[N:1]1[CH:6]=[CH:5][CH:4]=[CH:3][C:2]=1[C:7]1([C:11]([OH:16])=[O:13])[CH2:10][CH2:9][CH2:8]1. Procedure details: 1-Pyridin-2-yl-cyclobutanecarbonitrile (4.92 g, 31.1 mmol) was combined with water (5 mL), AcOH (5 mL) and sulfuric acid (5 mL). The homogeneous solution was heated to reflux. After 2.5 h, the solution was cooled to room temperature and poured into water (20 mL) and Et2O. The layers were separated and the Et2O layer was discarded. The aqueous layer was basified to pH 4.5-5 with 10% NaOH and extracted with DCM (2×100 mL). The combined organic layers were washed with brine, dried over MgSO4, filte... The reactants are O=C([O-])[O-], C1CCOC1, CI, CCOC(C)=O, CC(C)(O)c1ccc(-c2c[nH]c(-c3cc(C4CC4)on3)n2)cn1, [Cs+], [Cs+]. Yields the product Cn1cc(-c2ccc(C(C)(C)O)nc2)nc1-c1cc(C2CC2)on1. RXN SMILES: [C:24](=[O:25])([O-:26])[O-:27].[CH2:32]1[O:33][CH2:34][CH2:35][CH2:36]1.[CH3:30][I:31].[CH3:37][CH2:38][O:39][C:40]([CH3:41])=[O:42].[CH:1]1([c:4]2[cH:5][c:6](-[c:9]3[nH:10][cH:11][c:12](-[c:14]4[cH:15][cH:16][c:17]([C:20]([CH3:21])([CH3:22])[OH:23])[n:18][cH:19]4)[n:13]3)[n:7][o:8]2)[CH2:2][CH2:3]1.[Cs+:28].[Cs+:29]>>[CH:1]1([c:4]2[cH:5][c:6](-[c:9]3[n:10]([CH3:24])[cH:11][c:12](-[c:14]4[cH:15][cH:16][c:17]([C:20]([CH3:21])([CH3:22])[OH:23])[n:18][cH:19]4)[n:13]3)[n:7][o:8]2)[CH2:2][CH2:3]1. The reactants are ClCCl, Cn1cc(-c2cnc(C(O)c3ccnc(-c4c(F)cccc4F)c3)n2COCC[Si](C)(C)C)cn1. Product: Cn1cc(-c2cnc(C(=O)c3ccnc(-c4c(F)cccc4F)c3)n2COCC[Si](C)(C)C)cn1. RXN SMILES: [Cl:36][CH2:37][Cl:38].[F:1][c:2]1[c:3](-[c:9]2[n:10][cH:11][cH:12][c:13]([CH:15]([OH:16])[c:17]3[n:18]([CH2:28][O:29][CH2:30][CH2:31][Si:32]([CH3:33])([CH3:34])[CH3:35])[c:19](-[c:22]4[cH:23][n:24][n:25]([CH3:27])[cH:26]4)[cH:20][n:21]3)[cH:14]2)[c:4]([F:8])[cH:5][cH:6][cH:7]1>>[F:1][c:2]1[c:3](-[c:9]2[n:10][cH:11][cH:12][c:13]([C:15](=[O:16])[c:17]3[n:18]([CH2:28][O:29][CH2:30][CH2:31][Si:32]([CH3:33])([CH3:34])[CH3:35])[c:19](-[c:22]4[cH:23][n:24][n:25]([CH3:27])[cH:26]4)[cH:20][n:21]3)[cH:14]2)[c:4]([F:8])[cH:5][cH:6][cH:7]1. The reactants are Cc1cc([N+](=O)[O-])c(C)cc1Oc1ccc(C2CCCCC2)cc1, Cl, [Na+], O=C([O-])O, C1COCCO1, O, O, Cl[Sn]Cl. Yields the product Cc1cc(Oc2ccc(C3CCCCC3)cc2)c(C)cc1N. As a reaction SMILES: [CH:1]1([c:7]2[cH:8][cH:9][c:10]([O:11][c:12]3[cH:13][c:14]([CH3:22])[c:15]([N+:19]([O-:20])=[O:21])[cH:16][c:17]3[CH3:18])[cH:23][cH:24]2)[CH2:2][CH2:3][CH2:4][CH2:5][CH2:6]1.[ClH:41].[Na+:34].[O-:30][C:31]([OH:32])=[O:33].[O:35]1[CH2:36][CH2:37][O:38][CH2:39][CH2:40]1.[OH2:25].[OH2:26].[Sn:27]([Cl:28])[Cl:29]>>[CH:1]1([c:7]2[cH:8][cH:9][c:10]([O:11][c:12]3[cH:13][c:14]([CH3:22])[c:15]([NH2:19])[cH:16][c:17]3[CH3:18])[cH:23][cH:24]2)[CH2:2][CH2:3][CH2:4][CH2:5][CH2:6]1.